From a dataset of the Open Reaction Database (ORD), a public repository of structured organic reaction records. describe an organic reaction: reactants, conditions, products, and yield Starting materials: ClCCCBr, CC(C)=O, Cn1c(C(O)c2ccc(Cl)cc2)cnc1S, [K+], [K+], O=C([O-])[O-], CN(C)C=O. Yields the product Cn1c(C(O)c2ccc(Cl)cc2)cnc1SCCCCl. Reaction SMILES: [Br:23][CH2:24][CH2:25][CH2:26][Cl:27].[CH3:28][C:29](=[O:30])[CH3:31].[Cl:1][c:2]1[cH:3][cH:4][c:5]([CH:8]([OH:9])[c:10]2[n:11]([CH3:16])[c:12]([SH:15])[n:13][cH:14]2)[cH:6][cH:7]1.[K+:17].[K+:18].[O-:19][C:20]([O-:21])=[O:22].[O:32]=[CH:33][N:34]([CH3:35])[CH3:36]>>[Cl:1][c:2]1[cH:3][cH:4][c:5]([CH:8]([OH:9])[c:10]2[n:11]([CH3:16])[c:12]([S:15][CH2:24][CH2:25][CH2:26][Cl:27])[n:13][cH:14]2)[cH:6][cH:7]1. The reactants are C12C(CC(C=C1)C2)NC(=S)NN (N1-bicyclo[2.2.1]hept-5-en-2-ylhydrazine-1-carbothioamide), O1CCN(CC1)C1=C(C=C(C=O)C=C1)[N+](=O)[O-] (4-morpholino-3-nitrobenzaldehyde). The product is C12C(CC(C=C1)C2)NC(NN=CC2=CC(=C(C=C2)N2CCOCC2)[N+](=O)[O-])=S (4-(Bicyclo[2.2.1]hept-5-en-2-yl)-1-(4-morpholino-3-nitrobenzylidene)thiosemicarbazide), solid. The yield is 52.0%. RXN SMILES: [CH:1]12[CH2:7][CH:4]([CH:5]=[CH:6]1)[CH2:3][CH:2]2[NH:8][C:9]([NH:11][NH2:12])=[S:10].[O:13]1[CH2:18][CH2:17][N:16]([C:19]2[CH:26]=[CH:25][C:22]([CH:23]=O)=[CH:21][C:20]=2[N+:27]([O-:29])=[O:28])[CH2:15][CH2:14]1>>[CH:1]12[CH2:7][CH:4]([CH:5]=[CH:6]1)[CH2:3][CH:2]2[NH:8][C:9](=[S:10])[NH:11][N:12]=[CH:23][C:22]1[CH:25]=[CH:26][C:19]([N:16]2[CH2:15][CH2:14][O:13][CH2:18][CH2:17]2)=[C:20]([N+:27]([O-:29])=[O:28])[CH:21]=1. Reported procedure: The title compound was prepared from a mixture of N1-bicyclo[2.2.1]hept-5-en-2-ylhydrazine-1-carbothioamide (35 mg, 0.21 mmol) and 4-morpholino-3-nitrobenzaldehyde (68 mg, 0.287 mmol) similar to Example 3 and isolated as a yellow solid (42 mg, 52%). 1H NMR (CDCl3): 9.91 (s, 1H), 7.90 (d, J=2.1 Hz, 1H), 7.22 (s, 1H), 7.58 (dd, J=8.8, 2.4 Hz, 1H), 7.18 (d, J=2.4 Hz, 1H), 7.01 (d, J=8.8 Hz, 1H), 6.10 (ddd, J=8.1, 5.1, 2.7 Hz, 2H), 4.27 (t, J=8.7 Hz, 1H), 3.75-3.72 (m, 4H), 3.02-2.99 (m, 4H), 2.93 (... Reactants: C(C)(C)C1=CC(=CC2=C1C(N(S2(=O)=O)COC2=CC(=NN2C2=CC=CC=C2)C(F)(F)F)=O)O (4-isopropyl-6-hydroxy-2-(1-phenyl-3-trifluoromethylpyrazol-5-yl-oxymethyl)-1,2-benzisothiazol-3(2H)-one 1,1-dioxide), C1(=CC=CC=C1)COC(CCCCCO)=O (6-hydroxyhexanoic acid phenylmethyl ester), CCOC(=O)/N=N/C(=O)OCC (DEAD), and(Ph)3P. Solvent: C(Cl)Cl (methylene chloride), ice water. Reaction conditions: time 8 hour. Product: C(C)(C)C1=CC(=CC2=C1C(N(S2(=O)=O)COC2=CC(=NN2C2=CC=CC=C2)C(F)(F)F)=O)OCCCCCC(=O)OCC2=CC=CC=C2 (4-isopropyl-6-[5-(phenylmethyloxycarbonyl)pentyloxy]-2-(1-phenyl-3-trifluoromethyl pyrazol-5-yl-oxymethyl)-1,2-benzisothiazol-3(2H)-one 1,1-dioxide). The yield is 29.3%. As a reaction SMILES: [CH:1]([C:4]1[C:9]2[C:10](=[O:32])[N:11]([CH2:15][O:16][C:17]3[N:21]([C:22]4[CH:27]=[CH:26][CH:25]=[CH:24][CH:23]=4)[N:20]=[C:19]([C:28]([F:31])([F:30])[F:29])[CH:18]=3)[S:12](=[O:14])(=[O:13])[C:8]=2[CH:7]=[C:6]([OH:33])[CH:5]=1)([CH3:3])[CH3:2].[C:34]1([CH2:40][O:41][C:42](=[O:49])[CH2:43][CH2:44][CH2:45][CH2:46][CH2:47]O)[CH:39]=[CH:38][CH:37]=[CH:36][CH:35]=1.CCOC(/N=N/C(OCC)=O)=O>C(Cl)Cl>[CH:1]([C:4]1[C:9]2[C:10](=[O:32])[N:11]([CH2:15][O:16][C:17]3[N:21]([C:22]4[CH:27]=[CH:26][CH:25]=[CH:24][CH:23]=4)[N:20]=[C:19]([C:28]([F:29])([F:30])[F:31])[CH:18]=3)[S:12](=[O:14])(=[O:13])[C:8]=2[CH:7]=[C:6]([O:33][CH2:47][CH2:46][CH2:45][CH2:44][CH2:43][C:42]([O:41][CH2:40][C:34]2[CH:39]=[CH:38][CH:37]=[CH:36][CH:35]=2)=[O:49])[CH:5]=1)([CH3:3])[CH3:2]. Reported procedure: A mixture of 4-isopropyl-6-hydroxy-2-(1-phenyl-3-trifluoromethylpyrazol-5-yl-oxymethyl)-1,2-benzisothiazol-3(2H)-one 1,1-dioxide (6 g; 12.46 mmol), 6-hydroxyhexanoic acid phenylmethyl ester (4.2 g;14.96 mmol), DEAD (4.35 g; 24.9 mmol) and(Ph)3P (6.54 g; 24.93 mmol) in methylene chloride (100 ml) was combined with cooling in ice/water and then was stirred at room temperature overnight. The mixture was concentrated in vacuo and the residue was purified by flash chromatography (silica gel; 20-80% e... Reactants: BrC=1C=NC(=NC1)OC1=CC(=CC=C1)CCl (5-Bromo-2-(3-(chloromethyl)phenoxy)pyrimidine), P(OCC)(OCC)OCC (triethyl phosphite), C(C)(=O)OCC (ethyl acetate). Solvent: CCCCCCC (Heptane). Conditions: temperature 150 celsius, time 16 hour. Product: BrC=1C=NC(=NC1)OC=1C=C(CP(OCC)(OCC)=O)C=CC1 (Diethyl 3-(5-bromopyrimidin-2-yloxy)benzylphosphonate). Yield: 83.5%. RXN SMILES: [Br:1][C:2]1[CH:3]=[N:4][C:5]([O:8][C:9]2[CH:14]=[CH:13][CH:12]=[C:11]([CH2:15]Cl)[CH:10]=2)=[N:6][CH:7]=1.[P:17]([O:24]CC)([O:21][CH2:22][CH3:23])[O:18][CH2:19][CH3:20].C(OCC)(=O)C>CCCCCCC>[Br:1][C:2]1[CH:3]=[N:4][C:5]([O:8][C:9]2[CH:10]=[C:11]([CH:12]=[CH:13][CH:14]=2)[CH2:15][P:17](=[O:24])([O:21][CH2:22][CH3:23])[O:18][CH2:19][CH3:20])=[N:6][CH:7]=1. Procedure details: 5-Bromo-2-(3-(chloromethyl)phenoxy)pyrimidine (810 mg, 2.70 mmol) was treated with triethyl phosphite (1 mL, 2.2 mmol), and heated to 150° C. After 16 h, the reaction mixture was removed from the heat and ethyl acetate (about 3 mL) followed by heptane were added. As the reaction mixture cooled an oily precipitate formed. The mixture was made homogenous by addition of ethyl acetate. Heptane was added dropwise until a white solid precipitated. Additional heptane was added and the solid was filtere... Reactants: C(C=C)S (allyl mercaptan), C(C=C)S (allyl mercaptan), O (water). Yields the product C=CCS(SCC=C)=O (Allicin). RXN SMILES: [CH2:1]([SH:4])[CH:2]=[CH2:3].[OH2:5]>>[CH2:3]=[CH:2][CH2:1][S:4](=[O:5])[S:4][CH2:1][CH:2]=[CH2:3]. Procedure details: First prepare a 1/400 dilution of allyl mercaptan by adding 1.25 ml (a quarter teaspoon) of food grade allyl mercaptan to 500 ml of distilled water.